From a dataset of the Open Reaction Database (ORD), a public repository of structured organic reaction records. describe an organic reaction: reactants, conditions, products, and yield Starting materials: N[C@H]1CN2CCC1CC2 ((R)-3-aminoquinuclidine), C(\C=C\C(=O)[O-])(=O)[O-] (fumarate), COC1=C(C(=O)N=C=O)C=CC=C1 (2-methoxybenzoyl isocyanate), product. Yields the product N12C[C@@H](C(CC1)CC2)NC(=O)NC(C2=C(C=CC=C2)OC)=O ((R)-N-[[[1-Azabicyclo[2.2.2]octan-3-yl] amino]carbonyl]-2-methoxybenzamide). As a reaction SMILES: [NH2:1][C@@H:2]1[CH:7]2[CH2:8][CH2:9][N:4]([CH2:5][CH2:6]2)[CH2:3]1.[CH3:10][O:11][C:12]1[CH:22]=[CH:21][CH:20]=[CH:19][C:13]=1[C:14]([N:16]=[C:17]=[O:18])=[O:15].C([O-])(=O)/C=C/C([O-])=O>>[N:4]12[CH2:9][CH2:8][CH:7]([CH2:6][CH2:5]1)[C@@H:2]([NH:1][C:17]([NH:16][C:14](=[O:15])[C:13]1[CH:19]=[CH:20][CH:21]=[CH:22][C:12]=1[O:11][CH3:10])=[O:18])[CH2:3]2. Procedure details: The above compound was prepared, following the procedure of Example 1, from (R)-3-aminoquinuclidine (0.63 g, 5 mmol) and 2-methoxybenzoyl isocyanate (1.33 g, 7.5 mmol). The product (1.49 g) was converted to the 1:1 fumarate, mp 158°-159° C. (dec).